Dataset: the Open Reaction Database (ORD), a public repository of structured organic reaction records. Task: describe an organic reaction: reactants, conditions, products, and yield Starting materials: CC(C)N(CC1CN(C(=O)OC(C)(C)C)CC1CO)C(=O)OCC[Si](C)(C)C, ClCCl. Yields the product CC(C)N(CC1CN(C(=O)OC(C)(C)C)CC1C=O)C(=O)OCC[Si](C)(C)C. As a reaction SMILES: [C:1]([CH3:2])([CH3:3])([CH3:4])[O:5][C:6](=[O:7])[N:8]1[CH2:9][CH:10]([CH2:27][OH:28])[CH:11]([CH2:13][N:14]([C:15](=[O:16])[O:17][CH2:18][CH2:19][Si:20]([CH3:21])([CH3:22])[CH3:23])[CH:24]([CH3:25])[CH3:26])[CH2:12]1.[Cl:29][CH2:30][Cl:31]>>[C:1]([CH3:2])([CH3:3])([CH3:4])[O:5][C:6](=[O:7])[N:8]1[CH2:9][CH:10]([CH:27]=[O:28])[CH:11]([CH2:13][N:14]([C:15](=[O:16])[O:17][CH2:18][CH2:19][Si:20]([CH3:21])([CH3:22])[CH3:23])[CH:24]([CH3:25])[CH3:26])[CH2:12]1. Starting materials: C([O-])(O)=O.[Na+] (sodium bicarbonate), C=O (paraformaldehyde), C1(=CC=CC=C1)CC(=O)OC (Methyl phenylacetate), C(C(=O)O)(=O)O (oxalic acid). Solvent: CS(=O)C (dimethyl sulfoxide), CS(=O)C (dimethylsulfoxide). Run at time 40 minute. Yields the product C(C(CO)C1=CC=CC=C1)(=O)OC (Methyl Tropate). Reaction SMILES: [C:1](=O)(O)[O-:2].[Na+].C=O.[C:8]1([CH2:14][C:15]([O:17][CH3:18])=[O:16])[CH:13]=[CH:12][CH:11]=[CH:10][CH:9]=1.C(O)(=O)C(O)=O>CS(C)=O>[C:15]([O:17][CH3:18])(=[O:16])[CH:14]([C:8]1[CH:13]=[CH:12][CH:11]=[CH:10][CH:9]=1)[CH2:1][OH:2] |f:0.1|. Reported procedure: A nitrogen purged 500 mL three-neck flask was charged with sodium bicarbonate (1.05 g; 0.013 mole), paraformaldehyde (17.37 g; 0.55 mole) and dimethyl sulfoxide (100 mL). Methyl phenylacetate (75.09 g; 0.5 mole) was added and rinsed in with dimethylsulfoxide (50 mL). The slurry was stirred magnetically and the temperature rose from 22° C. to 34° C. over 40 minutes. The temperature remained at 33°-34° C. for about one hour, after which the temperature was raised to 45°-46° C. and held for 12 hour... The reactants are C(C)(C)(C)OC(=O)N1C[C@H](CCC1)CNC(=O)[C@@H]1N(CCC1)C(=O)[C@H]1N(C[C@@H](C1)OC(C)(C)C)C(CC(C1=CC=C(C=C1)C=C)(C1=CC=C(C=C1)C=C)C1=CC=C(C=C1)C=C)=O ((2R)-N-({(3R)-1-(tert-butoxy-carbonyl)-3-piperidyl}methyl)-1-((2S,4R)-4-(tert-butoxy)-1-{3,3,3-tris(4-vinylphenyl)-propanoyl}pyrrolidin-2-yl)carbonylpyrrolidine-2-carboxamide). Reagents/catalysts: [C].[Pd] (palladium-carbon). The solvent is CO (methanol), [H][H] (hydrogen). Run at time 4.5 hour. The product is C(C)(C)(C)OC(=O)N1C[C@H](CCC1)CNC(=O)[C@@H]1N(CCC1)C(=O)[C@H]1N(C[C@@H](C1)OC(C)(C)C)C(CC(C1=CC=C(C=C1)CC)(C1=CC=C(C=C1)CC)C1=CC=C(C=C1)CC)=O ((2R)-N-({(3R)-1-(tert-butoxycarbonyl)-3-piperidyl}methyl)-1-((2S,4R)-4-(tert-butoxy)-1-{3,3,3-tris(4-ethylphenyl)propanoyl}pyrrolidin-2-yl)carbonylpyrrolidine-2-carboxamide). Isolated yield 76.4%. RXN SMILES: [C:1]([O:5][C:6]([N:8]1[CH2:13][CH2:12][CH2:11][C@H:10]([CH2:14][NH:15][C:16]([C@H:18]2[CH2:22][CH2:21][CH2:20][N:19]2[C:23]([C@@H:25]2[CH2:29][C@@H:28]([O:30][C:31]([CH3:34])([CH3:33])[CH3:32])[CH2:27][N:26]2[C:35](=[O:62])[CH2:36][C:37]([C:54]2[CH:59]=[CH:58][C:57]([CH:60]=[CH2:61])=[CH:56][CH:55]=2)([C:46]2[CH:51]=[CH:50][C:49]([CH:52]=[CH2:53])=[CH:48][CH:47]=2)[C:38]2[CH:43]=[CH:42][C:41]([CH:44]=[CH2:45])=[CH:40][CH:39]=2)=[O:24])=[O:17])[CH2:9]1)=[O:7])([CH3:4])([CH3:3])[CH3:2]>CO.[C].[Pd].[H][H]>[C:1]([O:5][C:6]([N:8]1[CH2:13][CH2:12][CH2:11][C@H:10]([CH2:14][NH:15][C:16]([C@H:18]2[CH2:22][CH2:21][CH2:20][N:19]2[C:23]([C@@H:25]2[CH2:29][C@@H:28]([O:30][C:31]([CH3:34])([CH3:33])[CH3:32])[CH2:27][N:26]2[C:35](=[O:62])[CH2:36][C:37]([C:54]2[CH:55]=[CH:56][C:57]([CH2:60][CH3:61])=[CH:58][CH:59]=2)([C:38]2[CH:43]=[CH:42][C:41]([CH2:44][CH3:45])=[CH:40][CH:39]=2)[C:46]2[CH:51]=[CH:50][C:49]([CH2:52][CH3:53])=[CH:48][CH:47]=2)=[O:24])=[O:17])[CH2:9]1)=[O:7])([CH3:2])([CH3:3])[CH3:4] |f:2.3|. Reported procedure: To a solution of 15.6 mg of (2R)-N-({(3R)-1-(tert-butoxy-carbonyl)-3-piperidyl}methyl)-1-((2S,4R)-4-(tert-butoxy)-1-{3,3,3-tris(4-vinylphenyl)-propanoyl}pyrrolidin-2-yl)carbonylpyrrolidine-2-carboxamide in 0.6 ml of methanol, 5 mg of 10% palladium-carbon catalyst was added at room temperature, followed by 4.5 hours' stirring in hydrogen atmosphere. After filtering the catalyst off, the solvent was distilled off under reduced pressure to provide 12 mg of the title compound. Reactants: FC(C(CC(=O)OCC)=O)(F)F (Ethyl 4,4,4-trifluoroacetoacetate), O (water), Cl (hydrochloric acid), NN (hydrazine). Solvent: C(C)O (ethanol). Run at time 0.5 hour. Product: Cl.OC1=CC(=NN1)C(F)(F)F (5-hydroxy-3-trifluoromethylpyrazole hydrochloride). The yield is 67.9%. RXN SMILES: [F:1][C:2]([F:12])([F:11])[C:3](=O)[CH2:4][C:5](OCC)=[O:6].[NH2:13][NH2:14].O.[ClH:16]>C(O)C>[ClH:16].[OH:6][C:5]1[NH:14][N:13]=[C:3]([C:2]([F:12])([F:11])[F:1])[CH:4]=1 |f:5.6|. Reported procedure: Ethyl 4,4,4-trifluoroacetoacetate (18.4 g (0.1 mol)) was dissolved in 20 mL of ethanol. The resulting solution was cooled to 10° C. or less with stirring, and 6.0 g (0.12 mol) of hydrazine was added dropwise thereto over 0.5 hours. After the dropwise addition, the solution was stirred at room temperature for 1 hour and subsequently at the reflux temperature for 5 hours. When the reaction was completed, the reaction solution was cooled to room temperature, and 100 mL of water and 20.6 g (0.2 mol)... Conditions: time 2 hour. The solvent is CO (methanol). Reactants: C(C1=CC=CC=C1)S[C@@H]1[C@H](C(N1CC(=O)OCC1=CC=C(C=C1)OC)=O)Br (p-methoxybenzyl [(3S, 4R)-4-benzylthio-3-bromo-2-oxoazetidin-1-yl]acetate), solution, [OH-].[K+] (potassium hydroxide). Reaction SMILES: [CH2:1]([S:8][C@H:9]1[N:12]([CH2:13][C:14]([O:16]CC2C=CC(OC)=CC=2)=[O:15])[C:11](=[O:26])[C@@H:10]1[Br:27])[C:2]1[CH:7]=[CH:6][CH:5]=[CH:4][CH:3]=1.[OH-].[K+]>CO>[CH2:1]([S:8][C@H:9]1[N:12]([CH2:13][C:14]([OH:16])=[O:15])[C:11](=[O:26])[C@@H:10]1[Br:27])[C:2]1[CH:3]=[CH:4][CH:5]=[CH:6][CH:7]=1 |f:1.2|. Reported procedure: To a solution of p-methoxybenzyl [(3S, 4R)-4-benzylthio-3-bromo-2-oxoazetidin-1-yl]acetate (3.03 g, 0.0067 mol) in methanol (50 ml) at -5 to -10° C. a 1M solution of potassium hydroxide (7.4 ml) was added dropwise with stirring. After 2 h, the methanol was evaporated off and the residue diluted with water, extracted twice with ether, and the aq. layer acidified with ice cooling to pH 3 (2M HCl). The oil which precipitated soon crystallised and was filtered, washed and dried to give the title com... Product: C(C1=CC=CC=C1)S[C@@H]1[C@H](C(N1CC(=O)O)=O)Br (((3S, 4R)-4-Benzylthio-3-bromo-2-oxoazetidin-1-yl)acetic acid).